describe an organic reaction: reactants, conditions, products, and yield From a dataset of the Open Reaction Database (ORD), a public repository of structured organic reaction records. Reactants: ice water, FC1=CC=C(C=C1)[N+](=O)[O-] (4-fluoronitrobenzene), O=CC1=C(O)C(OC)=CC=C1 (o-vanillin), C([O-])([O-])=O.[K+].[K+] (potassium carbonate). Run in CN(C)C=O (DMF), Petroleum ether. Reaction conditions: temperature 100 celsius. Product: COC=1C(=C(C=O)C=CC1)OC1=CC=C(C=C1)[N+](=O)[O-] (3-Methoxy-2-(4-nitrophenoxy)benzaldehyde). Yield: 71.0%. As a reaction SMILES: F[C:2]1[CH:7]=[CH:6][C:5]([N+:8]([O-:10])=[O:9])=[CH:4][CH:3]=1.[O:11]=[CH:12][C:13]1[CH:21]=[CH:20][CH:19]=[C:16]([O:17][CH3:18])[C:14]=1[OH:15].C(=O)([O-])[O-].[K+].[K+]>CN(C=O)C>[CH3:18][O:17][C:16]1[C:14]([O:15][C:2]2[CH:7]=[CH:6][C:5]([N+:8]([O-:10])=[O:9])=[CH:4][CH:3]=2)=[C:13]([CH:21]=[CH:20][CH:19]=1)[CH:12]=[O:11] |f:2.3.4|. Procedure: A mixture of 14.10 g (0.10 mole) of 4-fluoronitrobenzene, 16.40 g (0.10 mole) of o-vanillin, 30 g of powdered potassium carbonate, and 40 mL of DMF is heated with stirring to the boiling point. After 10 minutes the mixture is cooled to 100° C. and 300 mL of ice water is added. Petroleum ether (200 mL) is added and the entire mixture is filtered and the cake is washed with 200 mL of water and then 200 mL of petroleum ether. The damp cake is slurried in 100 mL of methanol and filtered; wt 19.50 g ...